Dataset: the Open Reaction Database (ORD), a public repository of structured organic reaction records. Task: describe an organic reaction: reactants, conditions, products, and yield Reactants: IC1=CC(=C(C(=C1)C)C=1N=C(SC1)NC(C1=CC=NC=C1)=O)C (N-(4-(4-iodo-2,6-dimethylphenyl)thiazol-2-yl)isonicotinamide), COC=1N=CC(=NC1)S (5-methoxypyrazine-2-thiol), C([O-])([O-])=O.[K+].[K+] (potassium carbonate), O (water). Reagents/catalysts: [Cu](I)I (copper iodide). Run in CN(C)C=O (DMF). Reaction conditions: temperature 80 celsius. The product is COC=1N=CC(=NC1)SC1=CC(=C(C(=C1)C)C=1N=C(SC1)NC(C1=CC=NC=C1)=O)C (N-{4-(4-(5-Methoxypyrazin-2-ylthio)-2,6-dimethylphenyl)thiazol-2-yl}isonicotinamide). Yield: 75.1%. Reaction SMILES: I[C:2]1[CH:7]=[C:6]([CH3:8])[C:5]([C:9]2[N:10]=[C:11]([NH:14][C:15](=[O:22])[C:16]3[CH:21]=[CH:20][N:19]=[CH:18][CH:17]=3)[S:12][CH:13]=2)=[C:4]([CH3:23])[CH:3]=1.[CH3:24][O:25][C:26]1[N:27]=[CH:28][C:29]([SH:32])=[N:30][CH:31]=1.C(=O)([O-])[O-].[K+].[K+].O>CN(C=O)C.[Cu](I)I>[CH3:24][O:25][C:26]1[N:27]=[CH:28][C:29]([S:32][C:2]2[CH:7]=[C:6]([CH3:8])[C:5]([C:9]3[N:10]=[C:11]([NH:14][C:15](=[O:22])[C:16]4[CH:21]=[CH:20][N:19]=[CH:18][CH:17]=4)[S:12][CH:13]=3)=[C:4]([CH3:23])[CH:3]=2)=[N:30][CH:31]=1 |f:2.3.4|. Procedure details: A mixture of N-(4-(4-iodo-2,6-dimethylphenyl)thiazol-2-yl)isonicotinamide (25-1, 173.5 mg, 0.40 mmol), 5-methoxypyrazine-2-thiol (25-2, 170 mg, 17.5 mmol), copper iodide (3.8 mg, 0.02 mmol), and potassium carbonate (165.3 mg, 1.2 mmol) in DMF (2 mL) was heated at 80° C. for 16 h. The solution was added with water and extracted with ethyl acetate. The organic layer was collected, dried over MgSO4(s), and concentrated under reduced pressure. The residue was purified by flash column chromatography ... Reactants: [N+](=O)([O-])C1=CC=C(C=C1)N1CCC(CC1)=O (1-(4-nitrophenyl)-4-piperidone), COC1=CC=C(CNC)C=C1 (N-(4-methoxybenzyl)-N-methylamine). The product is COC1=CC=C(CN(C)C2CCN(CC2)C2=CC=C(C=C2)[N+](=O)[O-])C=C1 (4-(N-(4-methoxybenzyl)-N-methylamino)-1-(4-nitrophenyl)piperidine). Yield: 72.4%. Reaction SMILES: [N+:1]([C:4]1[CH:9]=[CH:8][C:7]([N:10]2[CH2:15][CH2:14][C:13](=O)[CH2:12][CH2:11]2)=[CH:6][CH:5]=1)([O-:3])=[O:2].[CH3:17][O:18][C:19]1[CH:27]=[CH:26][C:22]([CH2:23][NH:24][CH3:25])=[CH:21][CH:20]=1>>[CH3:17][O:18][C:19]1[CH:27]=[CH:26][C:22]([CH2:23][N:24]([CH:13]2[CH2:14][CH2:15][N:10]([C:7]3[CH:8]=[CH:9][C:4]([N+:1]([O-:3])=[O:2])=[CH:5][CH:6]=3)[CH2:11][CH2:12]2)[CH3:25])=[CH:21][CH:20]=1. Reported procedure: 3.0 g (13.6 mmol) of 1-(4-nitrophenyl)-4-piperidone and 2.0 g (13.6 mmol) of N-(4-methoxybenzyl)-N-methylamine were reacted in a similar manner to Example 1. 3.5 g of 4-(N-(4-methoxybenzyl)-N-methylamino)-1-(4-nitrophenyl)piperidine were obtained. Melting point 144°-145° C. The reactants are IC1=CC(=C(C(=O)O)C=C1Cl)OC (4-Iodo-5-chloro-2-methoxy benzoic acid), FC(C1=C(C=CC=C1)B(O)O)(F)F (2-trifluoromethyl phenyl boronic acid), C([O-])([O-])=O.[K+].[K+] (potassium carbonate), Cl (hydrochloric acid). Reagents/catalysts: [Pd].C1(=CC=CC=C1)P(C1=CC=CC=C1)C1=CC=CC=C1.C1(=CC=CC=C1)P(C1=CC=CC=C1)C1=CC=CC=C1.C1(=CC=CC=C1)P(C1=CC=CC=C1)C1=CC=CC=C1.C1(=CC=CC=C1)P(C1=CC=CC=C1)C1=CC=CC=C1 (tetrakis(triphenylphosphine) palladium(0)). The solvent is CN(C=O)C (N,N-dimethylformamide). Product: ClC1=C(C=C(C(=C1)C(=O)O)OC)C1=C(C=CC=C1)C(F)(F)F (2-Chloro-2′-trifluoromethyl-5-methoxy-[1,1′-biphenyl]-4-carboxylic acid). As a reaction SMILES: I[C:2]1[C:10]([Cl:11])=[CH:9][C:5]([C:6]([OH:8])=[O:7])=[C:4]([O:12][CH3:13])[CH:3]=1.[F:14][C:15]([F:26])([F:25])[C:16]1[CH:21]=[CH:20][CH:19]=[CH:18][C:17]=1B(O)O.C(=O)([O-])[O-].[K+].[K+].Cl>CN(C)C=O.[Pd].C1(P(C2C=CC=CC=2)C2C=CC=CC=2)C=CC=CC=1.C1(P(C2C=CC=CC=2)C2C=CC=CC=2)C=CC=CC=1.C1(P(C2C=CC=CC=2)C2C=CC=CC=2)C=CC=CC=1.C1(P(C2C=CC=CC=2)C2C=CC=CC=2)C=CC=CC=1>[Cl:11][C:10]1[CH:9]=[C:5]([C:6]([OH:8])=[O:7])[C:4]([O:12][CH3:13])=[CH:3][C:2]=1[C:17]1[CH:18]=[CH:19][CH:20]=[CH:21][C:16]=1[C:15]([F:26])([F:25])[F:14] |f:2.3.4,7.8.9.10.11|. Reported procedure: To a stirred solution of 4-iodo-5-chloro-2-methoxy benzoic acid of Step A (3.12 g, 10 mmol) in N,N-dimethylformamide(100 mL) was added 2-trifluoromethyl phenyl boronic acid (5.70 g, 30 mmol) and potassium carbonate (12.73 g, 92 mmol). This mixture was purged with nitrogen and then treated with a catalytic amount of tetrakis(triphenylphosphine) palladium(0) (0.58 g, 0.5 mmol). The reaction was heated to reflux overnight, cooled, acidified with 2N hydrochloric acid and extracted with ethyl acetate... The reactants are C(CCC)N(C1=CC(=C(C=C1)C=CC=O)OC)CCCC (3-(4-dibutylamino-2-methoxyphenyl)propenal), C(#N)C=1C(OC(C1C)(C(F)(F)F)C1=CC=CC=C1)=C(C#N)C#N (2-(3-cyano-4-methyl-5-phenyl-5-trifluoromethyl-2(5H)-furanylidene)propanedinitrile). Solvent: C(C)O (ethanol). Reaction conditions: temperature 50 celsius. Yields the product C(CCC)N(C1=CC(=C(C=C1)C=CC=CC1=C(C(OC1(C(F)(F)F)C1=CC=CC=C1)=C(C#N)C#N)C#N)OC)CCCC (2-[4-[4-(4-dibutylamino-2-methoxyphenyl)-1,3-butadienyl]-3-cyano-5-phenyl-5-trifluoromethyl-2(5H)-furanylidene]propanedinitrile). Yield: 86.7%. As a reaction SMILES: [CH2:1]([N:5]([CH2:18][CH2:19][CH2:20][CH3:21])[C:6]1[CH:11]=[CH:10][C:9]([CH:12]=[CH:13][CH:14]=O)=[C:8]([O:16][CH3:17])[CH:7]=1)[CH2:2][CH2:3][CH3:4].[C:22]([C:24]1[C:25](=[C:40]([C:43]#[N:44])[C:41]#[N:42])[O:26][C:27]([C:34]2[CH:39]=[CH:38][CH:37]=[CH:36][CH:35]=2)([C:30]([F:33])([F:32])[F:31])[C:28]=1[CH3:29])#[N:23]>C(O)C>[CH2:1]([N:5]([CH2:18][CH2:19][CH2:20][CH3:21])[C:6]1[CH:11]=[CH:10][C:9]([CH:12]=[CH:13][CH:14]=[CH:29][C:28]2[C:27]([C:34]3[CH:35]=[CH:36][CH:37]=[CH:38][CH:39]=3)([C:30]([F:33])([F:31])[F:32])[O:26][C:25](=[C:40]([C:43]#[N:44])[C:41]#[N:42])[C:24]=2[C:22]#[N:23])=[C:8]([O:16][CH3:17])[CH:7]=1)[CH2:2][CH2:3][CH3:4]. Reported procedure: In 5 ml of ethanol were dissolved 130 mg (0.45 mmol) of 3-(4-dibutylamino-2-methoxyphenyl)propenal and 156 mg (0.50 mmol) of 2-(3-cyano-4-methyl-5-phenyl-5-trifluoromethyl-2(5H)-furanylidene)propanedinitrile. After the mixture was stirred with heating at 50° C. for 2 hours, the solvent was evaporated off. The residue was purified by silica gel column chromatography to give 229 mg of a dark greenish brown crystal (yield: 86.9%; mp: 190-192° C.) The reactants are BrC1=C(C=C(C#N)C=C1)F (4-bromo-3-fluorobenzonitrile), Cl (hydrogen chloride), S(O)(O)(=O)=O (sulfuric acid), Cl (hydrochloric acid), Cl[Sn]Cl (SnCl2), Cl[Sn]Cl (SnCl2). Solvent: O (water), C(C)OCC (diethyl ether). Run at time 1 hour. The product is BrC1=C(C=C(C=O)C=C1)F (4-bromo-3-fluorobenzaldehyde). Reaction SMILES: Cl[Sn]Cl.Cl.S(=O)(=O)(O)[OH:6].[Br:10][C:11]1[CH:18]=[CH:17][C:14]([C:15]#N)=[CH:13][C:12]=1[F:19]>O.C(OCC)C>[Br:10][C:11]1[CH:18]=[CH:17][C:14]([CH:15]=[O:6])=[CH:13][C:12]=1[F:19]. Procedure: A mixture of 59 g (0.31 mol) of anhydrous SnCl2 and 320 cm3 of diethyl ether was placed on an ice water bath and saturated with hydrogen chloride gas generated by the drop-wise addition of concentrated sulfuric acid to concentrated hydrochloric acid until the SnCl2 assumed a liquid state and the mixture was dried with concentrated sulfuric acid. 31 g (0.16 mol) of 4-bromo-3-fluorobenzonitrile was added to the mixture and the resulting mixture was stirred at room temperature for 1 hour and allowe... Reactants: ClC1=CC=C(OC2=CC(=C(C=C2)C(COC2=CC=C(C=C2)OC)=O)CCC)C=C1 (1-[4-(4-chlorophenoxy)-2-propylphenyl]-2-(4-methoxyphenoxy)ethanone), 15. The solvent is C=1(C(=CC=CC1)C)C (xylene). Run at temperature 140 celsius. Yields the product ClC1=CC=C(OC2=CC(=C(C=C2)C2=COC3=C2C=C(C=C3)OC)CCC)C=C1 (3-[4-(4-chlorophenoxy)-2-propylphenyl]-5-methoxy-1-benzofuran). Reaction SMILES: [Cl:1][C:2]1[CH:29]=[CH:28][C:5]([O:6][C:7]2[CH:12]=[CH:11][C:10]([C:13](=O)[CH2:14][O:15][C:16]3[CH:21]=[CH:20][C:19]([O:22][CH3:23])=[CH:18][CH:17]=3)=[C:9]([CH2:25][CH2:26][CH3:27])[CH:8]=2)=[CH:4][CH:3]=1>C1(C)C(C)=CC=CC=1>[Cl:1][C:2]1[CH:29]=[CH:28][C:5]([O:6][C:7]2[CH:12]=[CH:11][C:10]([C:13]3[C:17]4[CH:18]=[C:19]([O:22][CH3:23])[CH:20]=[CH:21][C:16]=4[O:15][CH:14]=3)=[C:9]([CH2:25][CH2:26][CH3:27])[CH:8]=2)=[CH:4][CH:3]=1. Procedure: A mixture of the product from Step 9 (0.46 g, 1.1 mmol) and Amberlyst-15 (0.50 g) in xylene (10 mL) was heated at 140° C. for 2 h. The reaction mixture was filtered and the filtrate was concentrated. The residue was purified by chromatography on silica gel to give the title product.